Dataset: the Open Reaction Database (ORD), a public repository of structured organic reaction records. Task: describe an organic reaction: reactants, conditions, products, and yield Reactants: C(C1=CC=CC=C1)NC(=O)NC1(C(C(C1(C1=CC=CC=C1)C1=CC=CC=C1)C(C)(C)C)F)CO[SiH3] (1-benzyl-3-(3-tert-butyl-diphenyl-siloxymethyl-2-fluoro-cyclobutyl)-urea). The reagents and catalysts are [Pd] (Pd/C). Solvent: CC(=O)O (AcOH), CC(=O)O (AcOH). Conditions: time 4 day. Yields the product C(C)(C)(C)C1C(C(C1(C1=CC=CC=C1)C1=CC=CC=C1)(NC(N)=O)CO[SiH3])F (3-(3-tert-butyl-diphenyl-siloxymethyl-2-fluoro-cyclobutyl)-urea). RXN SMILES: C([NH:8][C:9]([NH:11][C:12]1([CH2:33][O:34][SiH3:35])[C:15]([C:22]2[CH:27]=[CH:26][CH:25]=[CH:24][CH:23]=2)([C:16]2[CH:21]=[CH:20][CH:19]=[CH:18][CH:17]=2)[CH:14]([C:28]([CH3:31])([CH3:30])[CH3:29])[CH:13]1[F:32])=[O:10])C1C=CC=CC=1>CC(O)=O.[Pd]>[C:28]([CH:14]1[C:15]([C:22]2[CH:23]=[CH:24][CH:25]=[CH:26][CH:27]=2)([C:16]2[CH:21]=[CH:20][CH:19]=[CH:18][CH:17]=2)[C:12]([CH2:33][O:34][SiH3:35])([NH:11][C:9](=[O:10])[NH2:8])[CH:13]1[F:32])([CH3:31])([CH3:29])[CH3:30]. Procedure: In the Parr Hydrogenator flask with 1 mL AcOH and 10% Pd/C 0.15 g inside, 1-benzyl-3-(3-tert-butyl-diphenyl-siloxymethyl-2-fluoro-cyclobutyl)-urea in 5 mL AcOH was added. This was hydrogenolysed at 50 psi for 4 d, after which the crude mixture was filtered through celite and was purified by silica gel flash chromatography (CH2Cl2: MeOH=40:1) to give 0.15 g (63.3%, Rf=0.44 (CH2Cl2: MeOH=20:1) the desired product. IR (neat) νmax 3425, 3339, 2931, 2858, 1656, 1608, 1560, 1111, 701. Reactants: C1CCC2=NCCCN2CC1, COCCOC, CS(=O)c1nc(N)nc(-n2cccn2)c1C#N, OCc1cc2ccccc2cn1. Product: N#Cc1c(OCc2cc3ccccc3cn2)nc(N)nc1-n1cccn1. As a reaction SMILES: [CH2:30]1[CH2:31][CH2:32][C:33]2=[N:38][CH2:37][CH2:36][CH2:35][N:34]2[CH2:39][CH2:40]1.[CH3:41][O:42][CH2:43][CH2:44][O:45][CH3:46].[NH2:1][c:2]1[n:3][c:4](-[n:13]2[n:14][cH:15][cH:16][cH:17]2)[c:5]([C:11]#[N:12])[c:6]([S:8]([CH3:9])=[O:10])[n:7]1.[cH:18]1[n:19][c:20]([CH2:28][OH:29])[cH:21][c:22]2[cH:23][cH:24][cH:25][cH:26][c:27]12>>[NH2:1][c:2]1[n:3][c:4](-[n:13]2[n:14][cH:15][cH:16][cH:17]2)[c:5]([C:11]#[N:12])[c:6]([O:29][CH2:28][c:20]2[n:19][cH:18][c:27]3[c:22]([cH:21]2)[cH:23][cH:24][cH:25][cH:26]3)[n:7]1. The reactants are CO, CCOC(C)=O, CC(NC(=O)C1=Cc2cc(Cl)ccc2OC1)c1ccc2c(cnn2C2CCCCO2)c1, Cl. Product: CC(NC(=O)C1=Cc2cc(Cl)ccc2OC1)c1ccc2[nH]ncc2c1. As a reaction SMILES: [CH3:33][OH:34].[CH3:35][CH2:36][O:37][C:38]([CH3:39])=[O:40].[Cl:2][c:3]1[cH:4][c:5]2[c:10]([cH:11][cH:12]1)[O:9][CH2:8][C:7]([C:13](=[O:14])[NH:15][CH:16]([CH3:17])[c:18]1[cH:19][c:20]3[cH:21][n:22][n:23]([CH:27]4[CH2:28][CH2:29][CH2:30][CH2:31][O:32]4)[c:24]3[cH:25][cH:26]1)=[CH:6]2.[ClH:1]>>[Cl:2][c:3]1[cH:4][c:5]2[c:10]([cH:11][cH:12]1)[O:9][CH2:8][C:7]([C:13](=[O:14])[NH:15][CH:16]([CH3:17])[c:18]1[cH:19][c:20]3[cH:21][n:22][nH:23][c:24]3[cH:25][cH:26]1)=[CH:6]2. Reaction SMILES: C(OC([N:8]1[CH2:20][C@@H:19]([CH3:21])[N:18]2[C@H:10]([CH2:11][C:12]3[C:17]2=[N:16][C:15]([CH2:22][OH:23])=[C:14]([F:24])[CH:13]=3)[CH2:9]1)=O)(C)(C)C>Cl.O1CCOCC1>[NH3:8].[F:24][C:14]1[CH:13]=[C:12]2[C:17]([N:18]3[C@H:10]([CH2:11]2)[CH2:9][NH:8][CH2:20][C@H:19]3[CH3:21])=[N:16][C:15]=1[CH2:22][OH:23]. Yield: 156.4%. Procedure: A solution of 0.020 g (4R,9aR)-7-fluoro-6-hydroxymethyl-4-methyl-3,4,9,9a-tetrahydro-1H-2,4a,5-triaza-fluorene-2-carboxylic acid tert-butyl ester in 2N hydrochloric acid in dioxane was kept at room temperature for 18 h. The solvent was evaporated and the residue was purified by chromatography on silica gel with dichloromethane:methanol:satd. ammonia (9:1:0.1) to yield 0.011 g (4R,9aR)-(7-fluoro-4-methyl-1,2,3,4,9,9a-hexahydro-2,4a,5-triaza-fluoren-6-yl)-methanol as brownish crystals. The reactants are C(C)(C)(C)OC(=O)N1C[C@H]2CC3=CC(=C(N=C3N2[C@@H](C1)C)CO)F ((4R,9aR)-7-fluoro-6-hydroxymethyl-4-methyl-3,4,9,9a-tetrahydro-1H-2,4a,5-triaza-fluorene-2-carboxylic acid tert-butyl ester). Product: N (ammonia), FC1=C(N=C2N3[C@@H](CNC[C@H]3CC2=C1)C)CO ((4R,9aR)-(7-fluoro-4-methyl-1,2,3,4,9,9a-hexahydro-2,4a,5-triaza-fluoren-6-yl)-methanol). The solvent is Cl (hydrochloric acid), O1CCOCC1 (dioxane).